Dataset: the Open Reaction Database (ORD), a public repository of structured organic reaction records. Task: describe an organic reaction: reactants, conditions, products, and yield Starting materials: C([O-])([O-])=O.[NH4+].[NH4+] (ammonium carbonate), chloroform petroleum ether, ClCCCC(C)=O (5-chloro-2-pentanone), C(C)O (ethanol), [C-]#N.[K+] (potassium cyanide). Solvent: O (water), O (water). Conditions: temperature 52.5 celsius, time 2.5 hour. The product is ClCCCC1(C(NC(N1)=O)=O)C (5-(3-Chloropropyl)-5-methyl-2,4-imidazolidinedione). As a reaction SMILES: [Cl:1][CH2:2][CH2:3][CH2:4][C:5](=O)[CH3:6].[C:8](=[O:11])([O-])[O-].[NH4+:12].[NH4+:13].[C-]#N.[K+].[CH2:17]([OH:19])C>O>[Cl:1][CH2:2][CH2:3][CH2:4][C:5]1([CH3:6])[NH:13][C:17](=[O:19])[NH:12][C:8]1=[O:11] |f:1.2.3,4.5|. Procedure: To a stirred solution of 5-chloro-2-pentanone (87 g., 0.72 mol) in ethanol (750 ml.) contained in a 3-liter round-bottom flask, equipped with reflux condenser and mechanical stirrer was added a solution of ammonium carbonate (214 g.) in water (525 ml) followed by a solution of potassium cyanide (50 g.) in water (265 ml.). The mixture was stirred at 50-55° C. for 2.5 hours, cooled to 5-10° C. and excess carbonate and cyanide was removed by the slow addition of 6 N aqueous hydrochloric acid (appro... Starting materials: COc1ccc(C(=O)Cl)cc1OC, CN(C)c1cccc(C(=O)Nc2cc(N)c(Cl)cc2F)c1, c1ccncc1. Yields the product COc1ccc(C(=O)Nc2cc(NC(=O)c3cccc(N(C)C)c3)c(F)cc2Cl)cc1OC. RXN SMILES: [CH3:1][O:2][c:3]1[cH:4][c:5]([C:6](=[O:7])[Cl:8])[cH:9][cH:10][c:11]1[O:12][CH3:13].[NH2:14][c:15]1[c:16]([Cl:34])[cH:17][c:18]([F:33])[c:19]([NH:21][C:22]([c:23]2[cH:24][c:25]([N:29]([CH3:30])[CH3:31])[cH:26][cH:27][cH:28]2)=[O:32])[cH:20]1.[cH:35]1[cH:36][cH:37][n:38][cH:39][cH:40]1>>[CH3:1][O:2][c:3]1[cH:4][c:5]([C:6](=[O:7])[NH:14][c:15]2[c:16]([Cl:34])[cH:17][c:18]([F:33])[c:19]([NH:21][C:22]([c:23]3[cH:24][c:25]([N:29]([CH3:30])[CH3:31])[cH:26][cH:27][cH:28]3)=[O:32])[cH:20]2)[cH:9][cH:10][c:11]1[O:12][CH3:13]. Reactants: CCC1(CC(=O)OC)OCCc2c1[nH]c1cccc(OC(F)(F)F)c21, CCO, [Na+], [OH-]. Product: CCC1(CC(=O)O)OCCc2c1[nH]c1cccc(OC(F)(F)F)c21. As a reaction SMILES: [CH3:1][O:2][C:3]([CH2:4][C:5]1([CH2:23][CH3:24])[O:6][CH2:7][CH2:8][c:9]2[c:10]1[nH:11][c:12]1[cH:13][cH:14][cH:15][c:16]([O:18][C:19]([F:20])([F:21])[F:22])[c:17]21)=[O:25].[CH3:28][CH2:29][OH:30].[Na+:27].[OH-:26]>>[O:2]=[C:3]([CH2:4][C:5]1([CH2:23][CH3:24])[O:6][CH2:7][CH2:8][c:9]2[c:10]1[nH:11][c:12]1[cH:13][cH:14][cH:15][c:16]([O:18][C:19]([F:20])([F:21])[F:22])[c:17]21)[OH:25].